Dataset: the Open Reaction Database (ORD), a public repository of structured organic reaction records. Task: describe an organic reaction: reactants, conditions, products, and yield The reactants are O=C(CCCCCBr)OCc1ccccc1, O=C([O-])[O-], CCN(CC)c1ccc2nc3c4cc(O)ccc4c(=O)cc-3oc2c1, [K+], [K+], CN(C)C=O. The product is CCN(CC)c1ccc2nc3c4cc(OCCCCCC(=O)OCc5ccccc5)ccc4c(=O)cc-3oc2c1. RXN SMILES: [Br:32][CH2:33][CH2:34][CH2:35][CH2:36][CH2:37][C:38](=[O:39])[O:40][CH2:41][c:42]1[cH:43][cH:44][cH:45][cH:46][cH:47]1.[C:26](=[O:27])([O-:28])[O-:29].[CH2:1]([CH3:2])[N:3]([c:4]1[cH:5][c:6]2[o:7][c:8]3[cH:9][c:10](=[O:23])[c:11]4[c:12]([c:13]-3[n:14][c:15]2[cH:16][cH:17]1)[cH:18][c:19]([OH:22])[cH:20][cH:21]4)[CH2:24][CH3:25].[K+:30].[K+:31].[O:48]=[CH:49][N:50]([CH3:51])[CH3:52]>>[CH2:1]([CH3:2])[N:3]([c:4]1[cH:5][c:6]2[o:7][c:8]3[cH:9][c:10](=[O:23])[c:11]4[c:12]([c:13]-3[n:14][c:15]2[cH:16][cH:17]1)[cH:18][c:19]([O:22][CH2:33][CH2:34][CH2:35][CH2:36][CH2:37][C:38](=[O:39])[O:40][CH2:41][c:42]1[cH:43][cH:44][cH:45][cH:46][cH:47]1)[cH:20][cH:21]4)[CH2:24][CH3:25].